From a dataset of the Open Reaction Database (ORD), a public repository of structured organic reaction records. describe an organic reaction: reactants, conditions, products, and yield The reactants are Nn1ccc2cc(Br)ccc21, CCOC(C)=O, CCN(C(C)C)C(C)C, ClCCl, Cc1nc(-c2cccc(F)c2)ncc1C(=O)O, O. Product: Cc1nc(-c2cccc(F)c2)ncc1C(=O)Nn1ccc2cc(Br)ccc21. Reaction SMILES: [Br:27][c:28]1[cH:29][c:30]2[cH:31][cH:32][n:33]([NH2:37])[c:34]2[cH:35][cH:36]1.[CH3:38][CH2:39][O:40][C:41]([CH3:42])=[O:43].[CH:18]([N:19]([CH2:20][CH3:21])[CH:22]([CH3:23])[CH3:24])([CH3:25])[CH3:26].[Cl:44][CH2:45][Cl:46].[F:1][c:2]1[cH:3][c:4](-[c:8]2[n:9][cH:10][c:11]([C:15](=[O:16])[OH:17])[c:12]([CH3:14])[n:13]2)[cH:5][cH:6][cH:7]1.[OH2:47]>>[F:1][c:2]1[cH:3][c:4](-[c:8]2[n:9][cH:10][c:11]([C:15](=[O:17])[NH:37][n:33]3[cH:32][cH:31][c:30]4[cH:29][c:28]([Br:27])[cH:36][cH:35][c:34]43)[c:12]([CH3:14])[n:13]2)[cH:5][cH:6][cH:7]1. The reactants are FC=1C=C(C=CC1)C1(CCN(CC1)C([C@H]1NCCC1)=O)CCN1[C@H]2CC(C[C@@H]1CC2)N2C(=NC1=C2C=CC=C1)C (1-((1R,5S)-8-{2-[4-(3-fluorophenyl)-1-L-prolyl-4-piperidinyl]ethyl}-8-azabicyclo[3.2.1]oct-3-yl)-2-methyl-1H-benzimidazole), ClC(C(=O)Cl)Cl (Dichloro-acetyl chloride), CCN(C(C)C)C(C)C (DIEA). The product is ClC(C(=O)N1[C@H](C(=O)N2CCC(CC2)(C2=CC(=CC=C2)F)CCN2[C@H]3CC(C[C@@H]2CC3)N3C(=NC2=C3C=CC=C2)C)CCC1)Cl (1-((1R,5S)-8-{2-[1-[1-(dichloroacetyl)-L-prolyl]-4-(3-fluorophenyl)-4-piperidinyl]ethyl}-8-azabicyclo[3.2.1]oct-3-yl)-2-methyl-1H-benzimidazole). The yield is 49.2%. As a reaction SMILES: [F:1][C:2]1[CH:3]=[C:4]([C:8]2([CH2:21][CH2:22][N:23]3[C@H:28]4[CH2:29][CH2:30][C@@H:24]3[CH2:25][CH:26]([N:31]3[C:35]5[CH:36]=[CH:37][CH:38]=[CH:39][C:34]=5[N:33]=[C:32]3[CH3:40])[CH2:27]4)[CH2:13][CH2:12][N:11]([C:14](=[O:20])[C@@H:15]3[CH2:19][CH2:18][CH2:17][NH:16]3)[CH2:10][CH2:9]2)[CH:5]=[CH:6][CH:7]=1.[Cl:41][CH:42]([Cl:46])[C:43](Cl)=[O:44].CCN(C(C)C)C(C)C>>[Cl:41][CH:42]([Cl:46])[C:43]([N:16]1[CH2:17][CH2:18][CH2:19][C@H:15]1[C:14]([N:11]1[CH2:12][CH2:13][C:8]([CH2:21][CH2:22][N:23]2[C@H:28]3[CH2:29][CH2:30][C@@H:24]2[CH2:25][CH:26]([N:31]2[C:35]4[CH:36]=[CH:37][CH:38]=[CH:39][C:34]=4[N:33]=[C:32]2[CH3:40])[CH2:27]3)([C:4]2[CH:5]=[CH:6][CH:7]=[C:2]([F:1])[CH:3]=2)[CH2:9][CH2:10]1)=[O:20])=[O:44]. Procedure: 1-((1R,5S)-8-{2-[1-[1-(dichloroacetyl)-L-prolyl]-4-(3-fluorophenyl)-4-piperidinyl]ethyl}-8-azabicyclo[3.2.1]oct-3-yl)-2-methyl-1H-benzimidazole was obtained from treating 1,1-dimethylethyl (2S)-2-[(4-(3-fluorophenyl)-4-{2-[(1R,5S)-3-(2-methyl-1H-benzimidazol-1-yl)-8-azabicyclo[3.2.1]oct-8-yl]ethyl}-1-piperidinyl)carbonyl]-1-pyrrolidinecarboxylate (0.645 g, 1.01 mmol) with HCl as outlined in the procedure for Example 890 to form 1-((1R,5S)-8-{2-[4-(3-fluorophenyl)-1-L-prolyl-4-piperidinyl]ethyl}-... The reactants are F[B-](F)(F)F, O=C1CCCCCCC1, CC[O+](CC)CC, ClCCl, CCOC(=O)C=[N+]=[N-]. The product is CCOC(=O)C1CCCCCCCC1=O. Reaction SMILES: [B-:10]([F:11])([F:12])([F:13])[F:14].[C:1]1(=[O:9])[CH2:2][CH2:3][CH2:4][CH2:5][CH2:6][CH2:7][CH2:8]1.[CH2:15]([O+:16]([CH2:17][CH3:18])[CH2:19][CH3:20])[CH3:21].[CH2:30]([Cl:31])[Cl:32].[N+:22](=[N-:23])=[CH:24][C:25](=[O:26])[O:27][CH2:28][CH3:29]>>[C:1]1(=[O:9])[CH2:8][CH2:7][CH2:6][CH2:5][CH2:4][CH2:3][CH2:2][CH:24]1[C:25](=[O:26])[O:27][CH2:28][CH3:29]. Reactants: BrC=1N=C2C(=NC1)N(C=C2)COCC[Si](C)(C)C (2-bromo-5-((2-(trimethylsilyl)ethoxy)methyl)-5H-pyrrolo[2,3-b]pyrazine), C[Sn]([Sn](C)(C)C)(C)C (1,1,1,2,2,2-hexamethyldistannane), BrC=1C(=NC(=NC1)SC)N[C@@H]1CN(C[C@H](C1)C)C(=O)OCC1=CC=CC=C1 ((3S,5S)-benzyl 3-(5-bromo-2-(methylthio)pyrimidin-4-ylamino)-5-methylpiperidine-1-carboxylate). The reagents and catalysts are C=1C=CC(=CC1)[P](C=2C=CC=CC2)(C=3C=CC=CC3)[Pd]([P](C=4C=CC=CC4)(C=5C=CC=CC5)C=6C=CC=CC6)([P](C=7C=CC=CC7)(C=8C=CC=CC8)C=9C=CC=CC9)[P](C=1C=CC=CC1)(C=1C=CC=CC1)C=1C=CC=CC1 (tetrakis(triphenylphosphine)palladium(0)), [Pd] (palladium). Run in C1(=CC=CC=C1)C (toluene). Product: C(C1=CC=CC=C1)OC(=O)N1C[C@H](C[C@@H](C1)NC1=NC(=NC=C1C=1N=C2C(=NC1)N(C=C2)COCC[Si](C)(C)C)SC)C ((3S,5S)-3-methyl-5-{2-methylsulfany-l-5-[5-(2-trimethylsilanyl-ethoxymethyl)-5H-pyrrolo[2,3-b]pyrazin-2-yl]-pyrimidin-4-ylamino}-piperidine-1-carboxylic acid benzyl ester). Yield: 35.5%. Reaction SMILES: Br[C:2]1[N:3]=[C:4]2[CH:10]=[CH:9][N:8]([CH2:11][O:12][CH2:13][CH2:14][Si:15]([CH3:18])([CH3:17])[CH3:16])[C:5]2=[N:6][CH:7]=1.C[Sn](C)(C)[Sn](C)(C)C.Br[C:28]1[C:29]([NH:36][C@H:37]2[CH2:42][C@H:41]([CH3:43])[CH2:40][N:39]([C:44]([O:46][CH2:47][C:48]3[CH:53]=[CH:52][CH:51]=[CH:50][CH:49]=3)=[O:45])[CH2:38]2)=[N:30][C:31]([S:34][CH3:35])=[N:32][CH:33]=1>[Pd].C1C=CC([P]([Pd]([P](C2C=CC=CC=2)(C2C=CC=CC=2)C2C=CC=CC=2)([P](C2C=CC=CC=2)(C2C=CC=CC=2)C2C=CC=CC=2)[P](C2C=CC=CC=2)(C2C=CC=CC=2)C2C=CC=CC=2)(C2C=CC=CC=2)C2C=CC=CC=2)=CC=1.C1(C)C=CC=CC=1>[CH2:47]([O:46][C:44]([N:39]1[CH2:38][C@@H:37]([NH:36][C:29]2[C:28]([C:2]3[N:3]=[C:4]4[CH:10]=[CH:9][N:8]([CH2:11][O:12][CH2:13][CH2:14][Si:15]([CH3:18])([CH3:17])[CH3:16])[C:5]4=[N:6][CH:7]=3)=[CH:33][N:32]=[C:31]([S:34][CH3:35])[N:30]=2)[CH2:42][C@H:41]([CH3:43])[CH2:40]1)=[O:45])[C:48]1[CH:53]=[CH:52][CH:51]=[CH:50][CH:49]=1 |^1:58,60,79,98|. Procedure details: A degassed toluene (15 ml) solution of 2-bromo-5-((2-(trimethylsilyl)ethoxy)methyl)-5H-pyrrolo[2,3-b]pyrazine (1.0 g, 3.0 mmol), 1,1,1,2,2,2-hexamethyldistannane (1.0 g, 3.1 mmol), and tetrakis(triphenylphosphine)palladium(0) (176 mg, 0.15 mmol) was treated in a similar manner as Example 76, step 3. To this was added (3S,5S)-benzyl 3-(5-bromo-2-(methylthio)pyrimidin-4-ylamino)-5-methylpiperidine-1-carboxylate (1.37 g, 3.0 mmol) and another 176 mg of palladium catalyst and following Example 76, s... Starting materials: C1(=CC=CC=C1)CCC(=O)C=1C=NC=CC1 (3-phenyl-1-(3-pyridinyl)-1-propanone), [BH4-].[Na+] (sodium borohydride), CI (methyl iodide), [I-].C[N+]1=CC=CC=C1 (N-methylpyridinium iodide). Product: C1(=CC=CC=C1)CCC(=O)C=1CN(CCC1)C (3-phenyl-1-(1,2,5,6-tetrahydro-1-methyl-3-pyridinyl)-1-propanone). RXN SMILES: [C:1]1([CH2:7][CH2:8][C:9]([C:11]2[CH:12]=[N:13][CH:14]=[CH:15][CH:16]=2)=[O:10])[CH:6]=[CH:5][CH:4]=[CH:3][CH:2]=1.CI.[I-].[CH3:20][N+]1C=CC=CC=1.[BH4-].[Na+]>>[C:1]1([CH2:7][CH2:8][C:9]([C:11]2[CH2:12][N:13]([CH3:20])[CH2:14][CH2:15][CH:16]=2)=[O:10])[CH:2]=[CH:3][CH:4]=[CH:5][CH:6]=1 |f:2.3,4.5|. Reported procedure: Employing the general methods of Examples 4 and 6 above, 10 g (47.3 mmol) of 3-phenyl-1-(3-pyridinyl)-1-propanone was first converted by the action of methyl iodide to the N-methylpyridinium iodide and then reduced by the action of sodium borohydride to produce 3-phenyl-1-(1,2,5,6-tetrahydro-1-methyl-3-pyridinyl)-1-propanone which was isolated as the hydrochloride salt (5.2 g, 58%), mp 195°-197° C.